Dataset: the Open Reaction Database (ORD), a public repository of structured organic reaction records. Task: describe an organic reaction: reactants, conditions, products, and yield Starting materials: C(C)(C)N(C(C)C)CC (N,N-Diisopropylethylamine), BrC=1C=C2NC[C@@H](N(C2=CC1)C(C)=O)C ((S)-1-(6-bromo-2-methyl-3,4-dihydroquinoxaline-1(2H)-yl)ethanone), ClC(=O)OC(C)C (isopropyl chloroformate). Solvent: ClCCCl (1,2-dichloroethane). Reaction conditions: temperature 50 celsius, time 16 hour. Yields the product C(C)(=O)N1[C@H](CN(C2=CC(=CC=C12)Br)C(=O)OC(C)C)C ((S)-isopropyl 4-acetyl-7-bromo-3-methyl-3,4-dihydroquinoxaline-1(2H)-carboxylate). Yield: 84.5%. Reaction SMILES: C(N(CC)C(C)C)(C)C.[Br:10][C:11]1[CH:12]=[C:13]2[C:18](=[CH:19][CH:20]=1)[N:17]([C:21](=[O:23])[CH3:22])[C@@H:16]([CH3:24])[CH2:15][NH:14]2.Cl[C:26]([O:28][CH:29]([CH3:31])[CH3:30])=[O:27]>ClCCCl>[C:21]([N:17]1[C:18]2[C:13](=[CH:12][C:11]([Br:10])=[CH:20][CH:19]=2)[N:14]([C:26]([O:28][CH:29]([CH3:31])[CH3:30])=[O:27])[CH2:15][C@@H:16]1[CH3:24])(=[O:23])[CH3:22]. Reported procedure: N,N-Diisopropylethylamine (0.973 mL, 5.57 mmol) was added to a solution of (S)-1-(6-bromo-2-methyl-3,4-dihydroquinoxaline-1(2H)-yl)ethanone (0.500 g, 1.858 mmol) and isopropyl chloroformate (1.0 M in toluene, 2.79 mL, 2.79 mmol) in 1,2-dichloroethane (10.0 mL), and the mixture stirred at 50° C. for 16 h. The reaction mixture was concentrated to afford a yellow oil. This material was purified via column chromatography on silica gel (Biotage 25 g column, gradient elution with 0-50% ethyl acetate-h... Starting materials: CS(=O)(=O)C1=C(C(=NC=C1)CO)C ((4-Methanesulfonyl-3-methyl-pyridin-2-yl)-methanol), S(=O)(Cl)Cl (thionylchloride). The solvent is C(Cl)(Cl)Cl (chloroform). Conditions: temperature 62.5 celsius. The product is ClCC1=NC=CC(=C1C)S(=O)(=O)C (2-chloromethyl-4-methanesulfonyl-3-methylpyridine). RXN SMILES: [CH3:1][S:2]([C:5]1[CH:10]=[CH:9][N:8]=[C:7]([CH2:11]O)[C:6]=1[CH3:13])(=[O:4])=[O:3].S(Cl)([Cl:16])=O>C(Cl)(Cl)Cl>[Cl:16][CH2:11][C:7]1[C:6]([CH3:13])=[C:5]([S:2]([CH3:1])(=[O:4])=[O:3])[CH:10]=[CH:9][N:8]=1. Procedure: To a mixture of (4-Methanesulfonyl-3-methyl-pyridin-2-yl)-methanol (13 g) and chloroform (130 ml) was added thionylchloride (7.5 ml) at 25-30° C. The reaction mixture was then heated to 60-65° C. and maintained at the same temperature for about 30 min. The solvent was distilled off completely under vacuum at 50-55° C. Ethylacetate (52 ml) was added to the crude followed by cooling to 0-10° C. and maintaining the same temperature for about 2 hrs. The compound is then filtered and washed the solid...